Dataset: the Open Reaction Database (ORD), a public repository of structured organic reaction records. Task: describe an organic reaction: reactants, conditions, products, and yield Reactants: CCOC(=O)CBr, COc1ccc2c(c1)CCC2=O, Cl[Cu], C1CCOC1, [Zn]. Product: CCOC(=O)C=C1CCc2cc(OC)ccc21. As a reaction SMILES: [Br:13][CH2:14][C:15](=[O:16])[O:17][CH2:18][CH3:19].[CH3:1][O:2][c:3]1[cH:4][c:5]2[c:9]([cH:10][cH:11]1)[C:8](=[O:12])[CH2:7][CH2:6]2.[Cl:26][Cu:27].[O:20]1[CH2:21][CH2:22][CH2:23][CH2:24]1.[Zn:25]>>[CH3:1][O:2][c:3]1[cH:4][c:5]2[c:9]([cH:10][cH:11]1)[C:8](=[CH:14][C:15](=[O:16])[O:17][CH2:18][CH3:19])[CH2:7][CH2:6]2. The reactants are ClC=1C=C(C=CC1Cl)S(=O)(=O)N1C=2C=CC=CC2C2=CC=CC=C2C1CC(=O)NCC(=O)O ({2-[5-(3,4-dichloro-benzenesulfonyl)-5,6-dihydro-phenanthridin-6-yl]-acetylamino}-acetic acid), C(C)(C)(C)OC(=O)N1CCC(CC1)CCN (4-(2-amino-ethyl)-piperidine-1-carboxylic acid tert-butyl ester). Procedure: The title compound was prepared from {2-[5-(3,4-dichloro-benzenesulfonyl)-5,6-dihydro-phenanthridin-6-yl]-acetylamino}-acetic acid (Example 12b) and 4-(2-amino-ethyl)-piperidine-1-carboxylic acid tert-butyl ester according to the method described in Example 1e. The product is C(C)(C)(C)OC(=O)N1CCC(CC1)CCNC(CNC(CC1N(C=2C=CC=CC2C2=CC=CC=C12)S(=O)(=O)C1=CC(=C(C=C1)Cl)Cl)=O)=O (4-[2-(2-{2-[5-(3,4-Dichloro-benzenesulfonyl)-5,6-dihydro-phenanthridin-6-yl]-acetylamino}-acetylamino)-ethyl]-piperidine-1-carboxylic acid tert-butyl ester). As a reaction SMILES: [Cl:1][C:2]1[CH:3]=[C:4]([S:9]([N:12]2[CH:25]([CH2:26][C:27]([NH:29][CH2:30][C:31](O)=[O:32])=[O:28])[C:24]3[C:19](=[CH:20][CH:21]=[CH:22][CH:23]=3)[C:18]3[CH:17]=[CH:16][CH:15]=[CH:14][C:13]2=3)(=[O:11])=[O:10])[CH:5]=[CH:6][C:7]=1[Cl:8].[C:34]([O:38][C:39]([N:41]1[CH2:46][CH2:45][CH:44]([CH2:47][CH2:48][NH2:49])[CH2:43][CH2:42]1)=[O:40])([CH3:37])([CH3:36])[CH3:35]>>[C:34]([O:38][C:39]([N:41]1[CH2:46][CH2:45][CH:44]([CH2:47][CH2:48][NH:49][C:31](=[O:32])[CH2:30][NH:29][C:27](=[O:28])[CH2:26][CH:25]2[C:24]3[C:19](=[CH:20][CH:21]=[CH:22][CH:23]=3)[C:18]3[CH:17]=[CH:16][CH:15]=[CH:14][C:13]=3[N:12]2[S:9]([C:4]2[CH:5]=[CH:6][C:7]([Cl:8])=[C:2]([Cl:1])[CH:3]=2)(=[O:10])=[O:11])[CH2:43][CH2:42]1)=[O:40])([CH3:37])([CH3:36])[CH3:35]. Starting materials: S(=O)(=O)(O)O.CSC(N)=N (S-methylisothiourea sulfate), COC=1C=C(C=O)C=CC1 (3-methoxybenzaldehyde), C(#N)CC(=O)OCC (ethyl cyanoacetate), C([O-])([O-])=O.[K+].[K+] (potassium carbonate), Cl (HCl). Solvent: C(C)O (ethanol). Run at temperature 0 celsius. Yields the product C(#N)C=1C(=NC(=NC1O)SC)C1=CC(=CC=C1)OC (5-Cyano-4-(3-methoxyphenyl)-2-methylthio-6-hydroxy-pyrimidine). Reaction SMILES: S(O)(O)(=O)=O.[CH3:6][S:7][C:8](=[NH:10])[NH2:9].[CH3:11][O:12][C:13]1[CH:14]=[C:15]([CH:18]=[CH:19][CH:20]=1)[CH:16]=O.[C:21]([CH2:23][C:24](OCC)=[O:25])#[N:22].C(=O)([O-])[O-].[K+].[K+].Cl>C(O)C>[C:21]([C:23]1[C:16]([C:15]2[CH:18]=[CH:19][CH:20]=[C:13]([O:12][CH3:11])[CH:14]=2)=[N:10][C:8]([S:7][CH3:6])=[N:9][C:24]=1[OH:25])#[N:22] |f:0.1,4.5.6|. Reported procedure: A mixture of S-methylisothiourea sulfate (139 mg), 3-methoxybenzaldehyde (243 μl), ethyl cyanoacetate (112 μl) and potassium carbonate (145 mg) in abs. ethanol (2 ml) was stirred at 60° C. for 5 h. The reaction mixture was cooled to 0° C. in an ice bath, filtered and the residue was heated in water (H2O) until a clear solution was obtained. The solution was acidified with 2N aq. HCl to pH 2 and cooled to 0° C. in an ice bath. The resulting crystals were collected by filtration and dried in vacuo... The reactants are COC1CCN(C(=O)c2cc3nccc(Oc4ccc5c(C(=O)O)c(C)oc5c4)c3s2)C1, O=C(Cl)C(=O)Cl, NCCO. Yields the product COC1CCN(C(=O)c2cc3nccc(Oc4ccc5c(C(=O)NCCO)c(C)oc5c4)c3s2)C1. Reaction SMILES: [CH3:1][O:2][CH:3]1[CH2:4][N:5]([C:8](=[O:9])[c:10]2[cH:11][c:12]3[n:13][cH:14][cH:15][c:16]([O:19][c:20]4[cH:21][c:22]5[c:23]([c:24]([C:28](=[O:29])[OH:30])[c:25]([CH3:27])[o:26]5)[cH:31][cH:32]4)[c:17]3[s:18]2)[CH2:6][CH2:7]1.[Cl:33][C:34]([C:35]([Cl:36])=[O:37])=[O:38].[NH2:39][CH2:40][CH2:41][OH:42]>>[CH3:1][O:2][CH:3]1[CH2:4][N:5]([C:8](=[O:9])[c:10]2[cH:11][c:12]3[n:13][cH:14][cH:15][c:16]([O:19][c:20]4[cH:21][c:22]5[c:23]([c:24]([C:28](=[O:30])[NH:39][CH2:40][CH2:41][OH:42])[c:25]([CH3:27])[o:26]5)[cH:31][cH:32]4)[c:17]3[s:18]2)[CH2:6][CH2:7]1. The reactants are FC(C1=C(C=CC=C1)NC(C(C)C)=C(C(=O)OCC)C(=O)[O-])(F)F (ethyl 2-[1-(2-trifluoromethylphenylamino)-2-methyl-prop-1-ylidene]-propanedioate). The solvent is C1(=CC=CC=C1)OC1=CC=CC=C1 (phenyl oxide). Yields the product OC1=C(C(=NC2=C(C=CC=C12)C(F)(F)F)C(C)C)C(=O)OCC (ethyl 4-hydroxy-2-isopropyl-8-trifluoromethylquinoline-3-carboxylate). Reaction SMILES: [F:1][C:2]([F:24])([F:23])[C:3]1[CH:8]=[CH:7][CH:6]=[CH:5][C:4]=1[NH:9][C:10](=[C:14]([C:20]([O-:22])=O)[C:15]([O:17][CH2:18][CH3:19])=[O:16])[CH:11]([CH3:13])[CH3:12]>C1(OC2C=CC=CC=2)C=CC=CC=1>[OH:22][C:20]1[C:5]2[C:4](=[C:3]([C:2]([F:24])([F:1])[F:23])[CH:8]=[CH:7][CH:6]=2)[N:9]=[C:10]([CH:11]([CH3:12])[CH3:13])[C:14]=1[C:15]([O:17][CH2:18][CH3:19])=[O:16]. Procedure details: A solution of 16 g of the product of Step C in 16ml of phenyl oxide was heated for 15 minutes on a bath at 240° C and the ethanol was distilled. The phenyl oxide was evaporated to obtain ethyl 4-hydroxy-2-isopropyl-8-trifluoromethylquinoline-3-carboxylate as a brown oil which was used as is for the next step. Reactants: CN1N2C(CNC3=C1C=CN=C3)=CC=C2 (10,11-dihydro-5-methyl-5H-pyrido[3,4-f]pyrrolo[1,2-b][1,2,5]triazepine), CN=C=O (methyl isocyanate). The solvent is C1=CC=CC=C1 (benzene). Conditions: temperature 70 celsius, time 5 hour. Yields the product CN1N2C(CN(C3=C1C=CN=C3)C(NC)=O)=CC=C2 (10,11-dihydro-5-methyl-11-methylcarbamyl-5H-pyrido[3,4-f]pyrrolo[1,2-b][1,2,5]triazepine). As a reaction SMILES: [CH3:1][N:2]1[C:8]2[CH:9]=[CH:10][N:11]=[CH:12][C:7]=2[NH:6][CH2:5][C:4]2=[CH:13][CH:14]=[CH:15][N:3]12.[CH3:16][N:17]=[C:18]=[O:19]>C1C=CC=CC=1>[CH3:1][N:2]1[C:8]2[CH:9]=[CH:10][N:11]=[CH:12][C:7]=2[N:6]([C:18](=[O:19])[NH:17][CH3:16])[CH2:5][C:4]2=[CH:13][CH:14]=[CH:15][N:3]12. Procedure details: A solution of 3.7 g of 10,11-dihydro-5-methyl-5H-pyrido[3,4-f]pyrrolo[1,2-b][1,2,5]triazepine in 100 ml of benzene was treated with 1.6 ml of methyl isocyanate and then stirred at 70° C. for five hours. After cooling, the mixture was evaporated under reduced pressure and the residue was dissolved in water. The aqueous layer extracted with ethyl acetate. The combined organic layer was washed with water followed by a saturated sodium chloride solution, dried over anhydrous magnesium sulfate, filte...